Dataset: the Open Reaction Database (ORD), a public repository of structured organic reaction records. Task: describe an organic reaction: reactants, conditions, products, and yield The reactants are OO (hydrogen peroxide), ClC=1C(=C(C(=CC1)SC)C1=NOCC1)C (3-(3-chloro-2-methyl-6-methylthiophenyl)-4,5-dihydroisoxazole), C(C)(=O)O (acetic acid), O (water). The reagents and catalysts are O.O.[O-][W](=O)(=O)[O-].[Na+].[Na+] (sodium tungstate dihydrate). Run at temperature 0 celsius, time 3 hour. Product: ClC=1C(=C(C(=CC1)S(=O)(=O)C)C1=NOCC1)C (3-(3-chloro-2-methyl-6-methylsulfonylphenyl)-4,5-dihydroisoxazole). Reaction SMILES: [Cl:1][C:2]1[C:3]([CH3:15])=[C:4]([C:10]2[CH2:14][CH2:13][O:12][N:11]=2)[C:5]([S:8][CH3:9])=[CH:6][CH:7]=1.OO.[OH2:18].C(O)(=[O:21])C>O.O.[O-][W]([O-])(=O)=O.[Na+].[Na+]>[Cl:1][C:2]1[C:3]([CH3:15])=[C:4]([C:10]2[CH2:14][CH2:13][O:12][N:11]=2)[C:5]([S:8]([CH3:9])(=[O:21])=[O:18])=[CH:6][CH:7]=1 |f:4.5.6.7.8|. Procedure details: 1.4 g (6.2 mmol) of 3-(3-chloro-2-methyl-6-methylthiophenyl)-4,5-dihydroisoxazole are dissolved in 3 ml of glacial acetic acid, and 30.7 mg of sodium tungstate dihydrate are added. At 25-40° C., 2.1 g (18.6 mmol) of hydrogen peroxide are added dropwise, and the reaction mixture is stirred for 3 h. The reaction mixture is then poured into 1.5 ml of water, the mixture is cooled to 0° C. and the resulting precipitate is filtered off with suction, washed five times with 10 ml of water and dried unde... Reactants: CCOC(=O)CCCCCCN1C(=O)C(C)(C)CC1C=CC(O)c1ccc(C(F)(F)F)o1, CO, [Na+], [OH-]. Product: CC1(C)CC(C=CC(O)c2ccc(C(F)(F)F)o2)N(CCCCCCC(=O)O)C1=O. As a reaction SMILES: [CH2:1]([CH3:2])[O:3][C:4]([CH2:5][CH2:6][CH2:7][CH2:8][CH2:9][CH2:10][N:11]1[C:12](=[O:31])[C:13]([CH3:29])([CH3:30])[CH2:14][CH:15]1[CH:16]=[CH:17][CH:18]([c:19]1[o:20][c:21]([C:24]([F:25])([F:26])[F:27])[cH:22][cH:23]1)[OH:28])=[O:32].[CH3:35][OH:36].[Na+:34].[OH-:33]>>[O:3]=[C:4]([CH2:5][CH2:6][CH2:7][CH2:8][CH2:9][CH2:10][N:11]1[C:12](=[O:31])[C:13]([CH3:29])([CH3:30])[CH2:14][CH:15]1[CH:16]=[CH:17][CH:18]([c:19]1[o:20][c:21]([C:24]([F:25])([F:26])[F:27])[cH:22][cH:23]1)[OH:28])[OH:32]. The reactants are COc1cc(CCCN)ccc1OCc1ccccc1, C1CCOC1, COc1ccc(CC(=O)Cl)cc1OC, [Na+], O=C([O-])O. The product is COc1ccc(CC(=O)NCCCc2ccc(OCc3ccccc3)c(OC)c2)cc1OC. RXN SMILES: [CH2:1]([c:2]1[cH:3][cH:4][cH:5][cH:6][cH:7]1)[O:8][c:9]1[c:10]([O:19][CH3:20])[cH:11][c:12]([CH2:15][CH2:16][CH2:17][NH2:18])[cH:13][cH:14]1.[CH2:40]1[O:41][CH2:42][CH2:43][CH2:44]1.[CH3:21][O:22][c:23]1[cH:24][c:25]([CH2:31][C:32](=[O:33])[Cl:34])[cH:26][cH:27][c:28]1[O:29][CH3:30].[Na+:39].[O-:35][C:36]([OH:37])=[O:38]>>[CH2:1]([c:2]1[cH:3][cH:4][cH:5][cH:6][cH:7]1)[O:8][c:9]1[c:10]([O:19][CH3:20])[cH:11][c:12]([CH2:15][CH2:16][CH2:17][NH:18][C:32]([CH2:31][c:25]2[cH:24][c:23]([O:22][CH3:21])[c:28]([O:29][CH3:30])[cH:27][cH:26]2)=[O:33])[cH:13][cH:14]1. The reactants are COC(=O)[C@H]1CN(C(C1)=O)C1=CC=C(C=C1)O ((R)-1-(4-hydroxy-phenyl)-5-oxo-pyrrolidine-3-carboxylic acid methyl ester), FC=1C=C(CO)C=CC1 (3-fluorobenzylalcohol). Yields the product COC(=O)[C@H]1CN(C(C1)=O)C1=CC=C(C=C1)OCC1=CC(=CC=C1)F ((R)-1-[4-(3-fluoro-benzyloxy)-phenyl]-5-oxo-pyrrolidine-3-carboxylic acid methyl ester). As a reaction SMILES: [CH3:1][O:2][C:3]([C@@H:5]1[CH2:9][C:8](=[O:10])[N:7]([C:11]2[CH:16]=[CH:15][C:14]([OH:17])=[CH:13][CH:12]=2)[CH2:6]1)=[O:4].[F:18][C:19]1[CH:20]=[C:21]([CH:24]=[CH:25][CH:26]=1)[CH2:22]O>>[CH3:1][O:2][C:3]([C@@H:5]1[CH2:9][C:8](=[O:10])[N:7]([C:11]2[CH:12]=[CH:13][C:14]([O:17][CH2:22][C:21]3[CH:24]=[CH:25][CH:26]=[C:19]([F:18])[CH:20]=3)=[CH:15][CH:16]=2)[CH2:6]1)=[O:4]. Reported procedure: In an analogous manner to that described in Example 2e), the alkylation of (R)-1-(4-hydroxy-phenyl)-5-oxo-pyrrolidine-3-carboxylic acid methyl ester [Example 2c)] with 3-fluorobenzylalcohol yields the (R)-1-[4-(3-fluoro-benzyloxy)-phenyl]-5-oxo-pyrrolidine-3-carboxylic acid methyl ester as a white solid. MS: m/e=344 (M+H)+. Reactants: NC=1SC(=C(N1)C(=O)N1[C@@H]([C@H]2C[C@H]2C1)CN)C1=CC(=CC=C1)F ([2-Amino-5-(3-fluoro-phenyl)-thiazol-4-yl]-((1S,2S,5R)-2-aminomethyl-3-aza-bicyclo[3.1.0]hex-3-yl)-methanone), N1C=C(C2=CC=CC=C12)C(=O)O (1H-Indole-3-carboxylic acid). The product is NC=1SC(=C(N1)C(=O)N1[C@@H]([C@H]2C[C@H]2C1)CNC(=O)C1=CNC2=CC=CC=C12)C1=CC(=CC=C1)F (1H-Indole-3-carboxylic Acid{(1S,2S,5R)-3-[2-amino-5-(3-fluoro-phenyl)-thiazole-4-carbonyl]-3-aza-bicyclo[3.1.0]hex-2-ylmethyl}-amide). As a reaction SMILES: [NH2:1][C:2]1[S:3][C:4]([C:17]2[CH:22]=[CH:21][CH:20]=[C:19]([F:23])[CH:18]=2)=[C:5]([C:7]([N:9]2[CH2:14][C@H:13]3[C@H:11]([CH2:12]3)[C@H:10]2[CH2:15][NH2:16])=[O:8])[N:6]=1.[NH:24]1[C:32]2[C:27](=[CH:28][CH:29]=[CH:30][CH:31]=2)[C:26]([C:33](O)=[O:34])=[CH:25]1>>[NH2:1][C:2]1[S:3][C:4]([C:17]2[CH:22]=[CH:21][CH:20]=[C:19]([F:23])[CH:18]=2)=[C:5]([C:7]([N:9]2[CH2:14][C@H:13]3[C@H:11]([CH2:12]3)[C@H:10]2[CH2:15][NH:16][C:33]([C:26]2[C:27]3[C:32](=[CH:31][CH:30]=[CH:29][CH:28]=3)[NH:24][CH:25]=2)=[O:34])=[O:8])[N:6]=1. Procedure details: prepared by reaction of [2-Amino-5-(3-fluoro-phenyl)-thiazol-4-yl]-((1S,2S,5R)-2-aminomethyl-3-aza-bicyclo[3.1.0]hex-3-yl)-methanone with 1H-Indole-3-carboxylic acid. LC-MS (basic): tR=0.76 min; [M+H]+=476.3. The reactants are Cc1cccc(CCO)n1, N#Cc1ccc(F)cc1, [H-], [Na+], C1CCOC1. The product is Cc1cccc(CCOc2ccc(C#N)cc2)n1. RXN SMILES: [CH3:1][c:2]1[cH:3][cH:4][cH:5][c:6]([CH2:8][CH2:9][OH:10])[n:7]1.[F:11][c:12]1[cH:13][cH:14][c:15]([C:16]#[N:17])[cH:18][cH:19]1.[H-:20].[Na+:21].[O:22]1[CH2:23][CH2:24][CH2:25][CH2:26]1>>[CH3:1][c:2]1[cH:3][cH:4][cH:5][c:6]([CH2:8][CH2:9][O:10][c:12]2[cH:13][cH:14][c:15]([C:16]#[N:17])[cH:18][cH:19]2)[n:7]1. Reactants: C1(=CC=CC=C1)S(=O)(=O)CC1=CC=C(C(=C1C(=O)OCC)O)C1=COC=C1 (ethyl 6-(benzenesulphonylmethyl)-3-(furan-3-yl)-2-hydroxybenzoate), O1C=C(C=C1)B(O)O (furan-3-yl boronic acid), BrC=1C(=C(C(=O)OC)C(=CC1)CS(=O)(=O)C1=CC(=CC=C1)OC)OC (methyl 3-bromo-2-methoxy-6-(3-methoxybenzenesulphonylmethyl)benzoate), BrC=1C(=C(C(=O)OC)C(=CC1)CS(=O)(=O)C1=CC(=CC=C1)OC)OC (methyl 3-bromo-2-methoxy-6-(3-methoxybenzenesulphonylmethyl)benzoate). The product is O1C=C(C=C1)C=1C(=C(C(=O)OC)C(=CC1)CS(=O)(=O)C1=CC(=CC=C1)OC)OC (Methyl 3-(furan-3-yl)-2-methoxy-6-(3-methoxybenzene-sulphonylmethyl)benzoate). Reaction SMILES: C1(S(CC2C(C(OCC)=O)=C(O)C([C:23]3[CH:27]=[CH:26][O:25][CH:24]=3)=CC=2)(=O)=O)C=CC=CC=1.Br[C:29]1[C:30]([O:51][CH3:52])=[C:31]([C:36]([CH2:39][S:40]([C:43]2[CH:48]=[CH:47][CH:46]=[C:45]([O:49][CH3:50])[CH:44]=2)(=[O:42])=[O:41])=[CH:37][CH:38]=1)[C:32]([O:34][CH3:35])=[O:33].O1C=CC(B(O)O)=C1>>[O:25]1[CH:26]=[CH:27][C:23]([C:29]2[C:30]([O:51][CH3:52])=[C:31]([C:36]([CH2:39][S:40]([C:43]3[CH:48]=[CH:47][CH:46]=[C:45]([O:49][CH3:50])[CH:44]=3)(=[O:41])=[O:42])=[CH:37][CH:38]=2)[C:32]([O:34][CH3:35])=[O:33])=[CH:24]1. Reported procedure: Prepared by proceeding in a similar manner to Intermediate 36, starting from methyl 3-bromo-2-methoxy-6-(3-methoxybenzenesulphonylmethyl)benzoate (Intermediate 101) and furan-3-yl boronic acid. Product: Cc1cc(Oc2c(Cl)cc([N+](=O)[O-])cc2Cl)ccc1F. As a reaction SMILES: [CH3:1][c:2]1[cH:3][c:4]([OH:9])[cH:5][cH:6][c:7]1[F:8].[CH3:25][CH2:26][O:27][C:28]([CH3:29])=[O:30].[ClH:24].[I:12][c:13]1[c:14]([Cl:23])[cH:15][c:16]([N+:20](=[O:21])[O-:22])[cH:17][c:18]1[Cl:19].[K+:11].[OH-:10]>>[CH3:1][c:2]1[cH:3][c:4]([O:9][c:13]2[c:14]([Cl:23])[cH:15][c:16]([N+:20](=[O:21])[O-:22])[cH:17][c:18]2[Cl:19])[cH:5][cH:6][c:7]1[F:8]. The reactants are Cc1cc(O)ccc1F, CCOC(C)=O, Cl, O=[N+]([O-])c1cc(Cl)c(I)c(Cl)c1, [K+], [OH-]. Starting materials: Clc1ccc(COC2CN(C(c3ccccc3)c3ccccc3)C2)cc1Cl, C=CCNC(=O)N1CC(OCc2ccc(Cl)cc2)C1. The product is C=CCNC(=O)N1CC(OCc2ccc(Cl)c(Cl)c2)C1. As a reaction SMILES: [Cl:1][c:2]1[cH:3][c:4]([CH2:9][O:10][CH:11]2[CH2:12][N:13]([CH:14]([c:15]3[cH:16][cH:17][cH:18][cH:19][cH:20]3)[c:21]3[cH:22][cH:23][cH:24][cH:25][cH:26]3)[CH2:27]2)[cH:5][cH:6][c:7]1[Cl:8].[Cl:28][c:29]1[cH:30][cH:31][c:32]([CH2:33][O:34][CH:35]2[CH2:36][N:37]([C:39](=[O:40])[NH:41][CH2:42][CH:43]=[CH2:44])[CH2:38]2)[cH:45][cH:46]1>>[Cl:1][c:30]1[c:29]([Cl:28])[cH:46][cH:45][c:32]([CH2:33][O:34][CH:35]2[CH2:36][N:37]([C:39](=[O:40])[NH:41][CH2:42][CH:43]=[CH2:44])[CH2:38]2)[cH:31]1.